From a dataset of the Open Reaction Database (ORD), a public repository of structured organic reaction records. describe an organic reaction: reactants, conditions, products, and yield Starting materials: CN(C)C=O, CC(=O)O, O=C(O)c1ccc(Cl)nc1, [H-], [Na+], O, OC1CCCC1. Product: O=C(O)c1ccc(OC2CCCC2)nc1. As a reaction SMILES: [CH3:1][N:2]([CH3:3])[CH:4]=[O:5].[CH3:24][C:25](=[O:26])[OH:27].[Cl:6][c:7]1[n:8][cH:9][c:10]([C:11](=[O:12])[OH:13])[cH:14][cH:15]1.[H-:22].[Na+:23].[OH2:28].[OH:16][CH:17]1[CH2:18][CH2:19][CH2:20][CH2:21]1>>[c:7]1([O:16][CH:17]2[CH2:18][CH2:19][CH2:20][CH2:21]2)[n:8][cH:9][c:10]([C:11](=[O:12])[OH:13])[cH:14][cH:15]1.